This data is from the Open Reaction Database (ORD), a public repository of structured organic reaction records. The task is: describe an organic reaction: reactants, conditions, products, and yield Reactants: [OH-].[Na+] (sodium hydroxide), [N-]=[N+]=[N-].[Na+] (sodium azide), [Cl-].[NH4+] (ammonium chloride), N1=C(C=CC2=CC=CC=C12)COC1=CC=C(CC=2C=C(C#N)C=CC2)C=C1 (3-(4-(2-quinolinylmethyloxy)benzyl)benzonitrile). The solvent is CN(C=O)C (dimethylformamide). Reaction conditions: temperature 100 celsius. Yields the product N1=C(C=CC2=CC=CC=C12)COC1=CC=C(CC=2C=C(C=CC2)C2=NN=NN2)C=C1 (5-(3-(4-(2-quinolinylmethyloxy)benzyl)phenyl)tetrazole). Reaction SMILES: [N-:1]=[N+:2]=[N-:3].[Na+].[Cl-].[NH4+].[N:7]1[C:16]2[C:11](=[CH:12][CH:13]=[CH:14][CH:15]=2)[CH:10]=[CH:9][C:8]=1[CH2:17][O:18][C:19]1[CH:33]=[CH:32][C:22]([CH2:23][C:24]2[CH:25]=[C:26]([CH:29]=[CH:30][CH:31]=2)[C:27]#[N:28])=[CH:21][CH:20]=1.[OH-].[Na+]>CN(C)C=O>[N:7]1[C:16]2[C:11](=[CH:12][CH:13]=[CH:14][CH:15]=2)[CH:10]=[CH:9][C:8]=1[CH2:17][O:18][C:19]1[CH:33]=[CH:32][C:22]([CH2:23][C:24]2[CH:25]=[C:26]([C:27]3[NH:28][N:3]=[N:2][N:1]=3)[CH:29]=[CH:30][CH:31]=2)=[CH:21][CH:20]=1 |f:0.1,2.3,5.6|. Reported procedure: A mixture of sodium azide (0.03 mol), ammonium chloride (0.03 mol) and 3-(4-(2-quinolinylmethyloxy)benzyl)benzonitrile (0.01 mol) in dimethylformamide (20 ml) are heated at 100° C. for 18 hours. The reaction is poured into aqueous 10% sodium hydroxide solution and washed with ethyl acetate. The crystalline product is isolated by acidification and filtration to obtain 5-(3-(4-(2-quinolinylmethyloxy)benzyl)phenyl)tetrazole. Reactants: BrC=1C=NC=CC1N=C=S (3-bromo-4-isothiocyanato-pyridine), C(C)(=O)NN (acetylhydrazine). The solvent is O1CCOCC1 (1,4-dioxane), CCOCC (ether). Conditions: temperature 80 celsius, time 0.75 hour. Yields the product C(C)(=O)NNC(NC1=C(C=NC=C1)Br)=S (2-acetyl-N-(3-bromopyridin-4-yl)hydrazinecarbothioamide). Isolated yield 90.6%. RXN SMILES: [Br:1][C:2]1[CH:3]=[N:4][CH:5]=[CH:6][C:7]=1[N:8]=[C:9]=[S:10].[C:11]([NH:14][NH2:15])(=[O:13])[CH3:12]>O1CCOCC1.CCOCC>[C:11]([NH:14][NH:15][C:9](=[S:10])[NH:8][C:7]1[CH:6]=[CH:5][N:4]=[CH:3][C:2]=1[Br:1])(=[O:13])[CH3:12]. Procedure: 3-bromo-4-isothiocyanato-pyridine (1 g, 4.650 mmol) and acetylhydrazine (344.5 mg, 4.650 mmol) were dissolved in dry 1,4-dioxane (10 mL) and stirred at 80° C. for 0.75 hrs. The orange suspension was allowed to cool to RT. The viscous suspension was diluted with ether and the solid was collected by filtration and washed with ether (3×5 mL) to give 2-acetyl-N-(3-bromopyridin-4-yl)hydrazinecarbothioamide as a salmon-pink solid (1.2187 g, 91% Yield). MS (ES−) 288.9.